This data is from the Open Reaction Database (ORD), a public repository of structured organic reaction records. The task is: describe an organic reaction: reactants, conditions, products, and yield The reactants are [Al+3], C1CCOC1, CC1CCC(NC(=O)CCc2cccc(Cl)c2)CC1, [H-], [H-], [H-], [H-], [Li+], O=S(=O)(O)O. The product is CC1CCC(NCCCc2cccc(Cl)c2)CC1. RXN SMILES: [Al+3:2].[CH2:31]1[O:32][CH2:33][CH2:34][CH2:35]1.[Cl:12][c:13]1[cH:14][c:15]([CH2:19][CH2:20][C:21](=[O:22])[NH:23][CH:24]2[CH2:25][CH2:26][CH:27]([CH3:30])[CH2:28][CH2:29]2)[cH:16][cH:17][cH:18]1.[H-:1].[H-:4].[H-:5].[H-:6].[Li+:3].[S:7](=[O:8])(=[O:9])([OH:10])[OH:11]>>[Cl:12][c:13]1[cH:14][c:15]([CH2:19][CH2:20][CH2:21][NH:23][CH:24]2[CH2:25][CH2:26][CH:27]([CH3:30])[CH2:28][CH2:29]2)[cH:16][cH:17][cH:18]1. Reactants: ClC1=CC=C(C=N1)C(=O)C=1C2=C(SC1C1=CC=C(C=C1)OC)C=C(C=C2)OC ((6-Chloro-pyridin3-yl)-[6-methoxy-2-(4-methoxy-phenyl) -benzo[b]thiophen-3-yl]-methanone), ClC1=CC=C(C=N1)C(=O)C=1C2=C(SC1C1=CC=C(C=C1)OC)C=C(C=C2)OC ((6-Chloro-pyridin-3-yl)-[6-methoxy-2-(4-methoxy-phenyl) -benzo[b]thiophen-3-yl]-methanone), NCCN1CCCCC1 (1-(2-Aminoethyl)-piperidine). Product: COC=1C=CC2=C(SC(=C2C(=O)C=2C=NC(=CC2)NCCN2CCCCC2)C2=CC=C(C=C2)OC)C1 ([6-Methoxy-2-(4-methoxy-phenyl)-benzo[b]thiophen-3-yl]-[6-(2-piperidin-1-yl-ethylamino)-pyridin-3-yl]-methanone). RXN SMILES: Cl[C:2]1[N:7]=[CH:6][C:5]([C:8]([C:10]2[C:11]3[CH:26]=[CH:25][C:24]([O:27][CH3:28])=[CH:23][C:12]=3[S:13][C:14]=2[C:15]2[CH:20]=[CH:19][C:18]([O:21][CH3:22])=[CH:17][CH:16]=2)=[O:9])=[CH:4][CH:3]=1.[NH2:29][CH2:30][CH2:31][N:32]1[CH2:37][CH2:36][CH2:35][CH2:34][CH2:33]1>>[CH3:28][O:27][C:24]1[CH:25]=[CH:26][C:11]2[C:10]([C:8]([C:5]3[CH:6]=[N:7][C:2]([NH:29][CH2:30][CH2:31][N:32]4[CH2:37][CH2:36][CH2:35][CH2:34][CH2:33]4)=[CH:3][CH:4]=3)=[O:9])=[C:14]([C:15]3[CH:20]=[CH:19][C:18]([O:21][CH3:22])=[CH:17][CH:16]=3)[S:13][C:12]=2[CH:23]=1. Reported procedure: The coupling of the product from Step 1, Example 5 (6-Chloro-pyridin-3-yl)-[6-methoxy-2-(4-methoxy-phenyl) -benzo[b]thiophen-3-yl]-methanone) and 1-(2-Aminoethyl)-piperidine was carried out as in Example 5, Step 2 to give the title compound. Reactants: NC1=NC=C(C(=N1)C1=CC(=C(N1COCC[Si](C)(C)C)C1=C(C=CC(=C1)Cl)C)C(=O)N)I (5-(2-amino-5-iodopyrimidin-4-yl)-2-(5-chloro-2-methylphenyl)-1-{[2-(trimethylsilyl)ethoxy]methyl}-1H-pyrrole-3-carboxamide), C(#C)C1=CC=C(C=C1)C(=O)N1CCN(CC1)C ((4-ethynylphenyl)(4-methylpiperazin-1-yl)methanone), TEA. Reagents/catalysts: [Cu](I)I (copper iodide), Cl[Pd]([P](C1=CC=CC=C1)(C2=CC=CC=C2)C3=CC=CC=C3)([P](C4=CC=CC=C4)(C5=CC=CC=C5)C6=CC=CC=C6)Cl (Pd(PPh3)2Cl2). Solvent: C(C)#N (ACN). Conditions: temperature 80 celsius. Product: NC1=NC=C(C(=N1)C1=CC(=C(N1COCC[Si](C)(C)C)C1=C(C=CC(=C1)Cl)C)C(=O)N)C#CC1=CC=C(C=C1)C(=O)N1CCN(CC1)C (5-[2-Amino-5-({4-[(4-methylpiperazin-1-yl)carbonyl]phenyl}ethynyl)pyrimidin-4-yl]-2-(5-chloro-2-methylphenyl)-1-{[2-(trimethylsilyl)ethoxy]methyl}-1H-pyrrole-3-carboxamide). The yield is 79.8%. As a reaction SMILES: [NH2:1][C:2]1[N:7]=[C:6]([C:8]2[N:12]([CH2:13][O:14][CH2:15][CH2:16][Si:17]([CH3:20])([CH3:19])[CH3:18])[C:11]([C:21]3[CH:26]=[C:25]([Cl:27])[CH:24]=[CH:23][C:22]=3[CH3:28])=[C:10]([C:29]([NH2:31])=[O:30])[CH:9]=2)[C:5](I)=[CH:4][N:3]=1.[C:33]([C:35]1[CH:40]=[CH:39][C:38]([C:41]([N:43]2[CH2:48][CH2:47][N:46]([CH3:49])[CH2:45][CH2:44]2)=[O:42])=[CH:37][CH:36]=1)#[CH:34]>C(#N)C.[Cu](I)I.Cl[Pd](Cl)([P](C1C=CC=CC=1)(C1C=CC=CC=1)C1C=CC=CC=1)[P](C1C=CC=CC=1)(C1C=CC=CC=1)C1C=CC=CC=1>[NH2:1][C:2]1[N:7]=[C:6]([C:8]2[N:12]([CH2:13][O:14][CH2:15][CH2:16][Si:17]([CH3:20])([CH3:19])[CH3:18])[C:11]([C:21]3[CH:26]=[C:25]([Cl:27])[CH:24]=[CH:23][C:22]=3[CH3:28])=[C:10]([C:29]([NH2:31])=[O:30])[CH:9]=2)[C:5]([C:34]#[C:33][C:35]2[CH:36]=[CH:37][C:38]([C:41]([N:43]3[CH2:44][CH2:45][N:46]([CH3:49])[CH2:47][CH2:48]3)=[O:42])=[CH:39][CH:40]=2)=[CH:4][N:3]=1 |^1:58,77|. Procedure: To a degassed solution of 5-(2-amino-5-iodopyrimidin-4-yl)-2-(5-chloro-2-methylphenyl)-1-{[2-(trimethylsilyl)ethoxy]methyl}-1H-pyrrole-3-carboxamide (140 mg, 0.24 mmol), (4-ethynylphenyl)(4-methylpiperazin-1-yl)methanone (98 mg, 0.43 mmol) and TEA (0.335 mL, 2.4 mmol) in dry ACN (2.5 mL) were added copper iodide (2.5 mg, 0.012 mmol) and Pd(PPh3)2Cl2 (8.4 mg, 0.012 mmol). The mixture was heated at 80° C. for 2 h, then the solvent was evaporated. The crude was purified by flash chromatography on s... As a reaction SMILES: [CH2:1]([C:8]1[N:13]=[N:12][C:11]([N:14]2[CH2:19][CH2:18][C:17]([F:38])([C:20]3[CH:25]=[CH:24][C:23]([C:26]([CH3:37])([O:28]COCC[Si](C)(C)C)[CH3:27])=[CH:22][N:21]=3)[CH2:16][CH2:15]2)=[C:10]([CH3:39])[C:9]=1[CH3:40])[C:2]1[CH:7]=[CH:6][CH:5]=[CH:4][CH:3]=1.C(O)(C(F)(F)F)=O>>[CH2:1]([C:8]1[N:13]=[N:12][C:11]([N:14]2[CH2:15][CH2:16][C:17]([F:38])([C:20]3[CH:25]=[CH:24][C:23]([C:26]([OH:28])([CH3:37])[CH3:27])=[CH:22][N:21]=3)[CH2:18][CH2:19]2)=[C:10]([CH3:39])[C:9]=1[CH3:40])[C:2]1[CH:7]=[CH:6][CH:5]=[CH:4][CH:3]=1. Yields the product C(C1=CC=CC=C1)C1=C(C(=C(N=N1)N1CCC(CC1)(C1=NC=C(C=C1)C(C)(C)O)F)C)C (2-[1′-(6-Benzyl-4,5-dimethyl-pyridazin-3-yl)-4′-fluoro-1′,2′,3′,4′,5′,6′-hexahydro-[2,4′]bipyridinyl-5-yl]-propan-2-ol). The reactants are C(C1=CC=CC=C1)C1=C(C(=C(N=N1)N1CCC(CC1)(C1=NC=C(C=C1)C(C)(OCOCC[Si](C)(C)C)C)F)C)C (1′-(6-Benzyl-4,5-dimethyl-pyridazin-3-yl)-4′-fluoro-5-[1-methyl-1-(2-trimethylsilanyl-ethoxymethoxy)-ethyl]-1′,2′,3′,4′,5′,6′-hexahydro-[2,4]bipyridinyl), C(=O)(C(F)(F)F)O (TFA). Procedure details: This example is prepared from compound 36 and TFA following a procedure described for example 63. Reactants: O1CCCC1 (tetrahydrofuran), [OH-].[Li+] (lithium hydroxide), CN(CCC(=O)OCC)C(=O)C1=CC=C(C=C1)NC(CC(C)C)C1=C(OC(=C1)C1=CC=CC=C1)C (Ethyl 3-{methyl[(4-{[3-methyl-1-(2-methyl-5-phenylfuran-3-yl)butyl]amino}phenyl)carbonyl]amino}propanoate). The solvent is C(C)O (ethanol). Reaction conditions: time 1 hour. Yields the product CN(CCC(=O)O)C(=O)C1=CC=C(C=C1)NC(CC(C)C)C1=C(OC(=C1)C1=CC=CC=C1)C (3-{methyl[(4-{[3-methyl-1-(2-methyl-5-phenylfuran-3-yl)butyl]amino}phenyl)carbonyl]amino}propanoic acid). Isolated yield 83.0%. Reaction SMILES: [CH3:1][N:2]([C:10]([C:12]1[CH:17]=[CH:16][C:15]([NH:18][CH:19]([C:24]2[CH:28]=[C:27]([C:29]3[CH:34]=[CH:33][CH:32]=[CH:31][CH:30]=3)[O:26][C:25]=2[CH3:35])[CH2:20][CH:21]([CH3:23])[CH3:22])=[CH:14][CH:13]=1)=[O:11])[CH2:3][CH2:4][C:5]([O:7]CC)=[O:6].O1CCCC1.[OH-].[Li+]>C(O)C>[CH3:1][N:2]([C:10]([C:12]1[CH:13]=[CH:14][C:15]([NH:18][CH:19]([C:24]2[CH:28]=[C:27]([C:29]3[CH:30]=[CH:31][CH:32]=[CH:33][CH:34]=3)[O:26][C:25]=2[CH3:35])[CH2:20][CH:21]([CH3:23])[CH3:22])=[CH:16][CH:17]=1)=[O:11])[CH2:3][CH2:4][C:5]([OH:7])=[O:6] |f:2.3|. Procedure details: A solution of 4-{[3-methyl-1-(2-methyl-5-phenylfuran-3-yl)butyl]amino}benzoic acid (182 mg), ethyl 3-(methylamino)propanoate (79 mg), 1-ethyl-3-(3-dimethylaminopropyl)carbodiimide hydrochloride (115 mg), hydroxybenzotriazole monohydrate (92 mg) and triethylamine (84 μL) in N,N-dimethylformamide (10 mL) was stirred at room temperature for 4 hr. Ethyl acetate was added, the mixture was washed with saturated aqueous sodium hydrogen carbonate solution and water, and the organic layer was dried over ... Reagents/catalysts: C(C)N(CC)CC (triethylamine). Procedure: To a solution of 50 mg of benzhydryl 2-(3-phenoxyacetamido-2-oxoazetidin-1-yl)-3-methyl-3-butenoate in 10 ml of methylene chloride was added 3 drops of triethylamine. After 2 hours at room temperature the reaction mixture was washed thoroughly with brine and dilute acid. After drying, the solution was evaporated in vacuo to dryness to provide 50 mg of the title product: nmr (CDCl3) δ 2.05 (s, 3, CH3), 2.25 (s, 3, CH3), 3.60 (2, m, azetidinone C4 --H), 5.02 (m, 1, C3 --H), 4.55 (s, 2, --OCH2CO--)... Yield: 100.0%. Solvent: C(Cl)Cl (methylene chloride). The reactants are O(C1=CC=CC=C1)CC(=O)NC1C(N(C1)C(C(=O)OC(C1=CC=CC=C1)C1=CC=CC=C1)C(=C)C)=O (benzhydryl 2-(3-phenoxyacetamido-2-oxoazetidin-1-yl)-3-methyl-3-butenoate). Product: O(C1=CC=CC=C1)CC(=O)NC1C(N(C1)C(C(=O)OC(C1=CC=CC=C1)C1=CC=CC=C1)=C(C)C)=O (Benzhydryl 2-(3-phenoxyacetamido-2-oxoazetidin-1-yl)-3-methyl-2-butenoate). Reaction SMILES: [O:1]([CH2:8][C:9]([NH:11][CH:12]1[CH2:15][N:14]([CH:16]([C:33]([CH3:35])=[CH2:34])[C:17]([O:19][CH:20]([C:27]2[CH:32]=[CH:31][CH:30]=[CH:29][CH:28]=2)[C:21]2[CH:26]=[CH:25][CH:24]=[CH:23][CH:22]=2)=[O:18])[C:13]1=[O:36])=[O:10])[C:2]1[CH:7]=[CH:6][CH:5]=[CH:4][CH:3]=1>C(Cl)Cl.C(N(CC)CC)C>[O:1]([CH2:8][C:9]([NH:11][CH:12]1[CH2:15][N:14]([C:16](=[C:33]([CH3:34])[CH3:35])[C:17]([O:19][CH:20]([C:27]2[CH:32]=[CH:31][CH:30]=[CH:29][CH:28]=2)[C:21]2[CH:22]=[CH:23][CH:24]=[CH:25][CH:26]=2)=[O:18])[C:13]1=[O:36])=[O:10])[C:2]1[CH:3]=[CH:4][CH:5]=[CH:6][CH:7]=1. The reactants are C1CCOC1, COC(=O)CCCCc1csc(-c2ccccc2O)n1, CCO, [Na+], [OH-]. Yields the product O=C(O)CCCCc1csc(-c2ccccc2O)n1. Reaction SMILES: [CH2:21]1[O:22][CH2:23][CH2:24][CH2:25]1.[CH3:1][O:2][C:3]([CH2:4][CH2:5][CH2:6][CH2:7][c:8]1[n:9][c:10](-[c:13]2[c:14]([OH:19])[cH:15][cH:16][cH:17][cH:18]2)[s:11][cH:12]1)=[O:20].[CH3:28][CH2:29][OH:30].[Na+:27].[OH-:26]>>[O:2]=[C:3]([CH2:4][CH2:5][CH2:6][CH2:7][c:8]1[n:9][c:10](-[c:13]2[c:14]([OH:19])[cH:15][cH:16][cH:17][cH:18]2)[s:11][cH:12]1)[OH:20]. The reactants are Cl (HCl), ClC=1C=C(C=CC1C)C[C@H](C(=O)N1CCC(CC1)N1CCN(CC1)C(=O)OC(C)(C)C)OC(=O)N1CCC(CC1)N1C(NC2=C(CC1)C=CC=C2)=O (tert-butyl 4-(1-{(R)-3-(3-chloro-4-methyl-phenyl)-2-[4-(2-oxo-1,2,4,5-tetrahydro-1,3-benzodiazepin-3-yl)-piperidine-1-carbonyloxy]-propionyl}-piperidin-4-yl)-piperazine-1-carboxylate). Solvent: CO (MeOH). Conditions: time 24 hour. Product: O=C1NC2=C(CCN1C1CCN(CC1)C(=O)O[C@@H](C(N1CCC(CC1)N1CCNCC1)=O)CC1=CC(=C(C=C1)C)Cl)C=CC=C2 ((R)-1-(3-chloro-4-methyl-benzyl)-2-oxo-2-(4-piperazin-1-yl-piperidin-1-yl)-ethyl 4-(2-oxo-1,2,4,5-tetrahydro-1,3-benzodiazepin-3-yl)-piperidine-1-carboxylate). RXN SMILES: Cl.[Cl:2][C:3]1[CH:4]=[C:5]([CH2:10][C@@H:11]([O:33][C:34]([N:36]2[CH2:41][CH2:40][CH:39]([N:42]3[CH2:48][CH2:47][C:46]4[CH:49]=[CH:50][CH:51]=[CH:52][C:45]=4[NH:44][C:43]3=[O:53])[CH2:38][CH2:37]2)=[O:35])[C:12]([N:14]2[CH2:19][CH2:18][CH:17]([N:20]3[CH2:25][CH2:24][N:23](C(OC(C)(C)C)=O)[CH2:22][CH2:21]3)[CH2:16][CH2:15]2)=[O:13])[CH:6]=[CH:7][C:8]=1[CH3:9]>CO>[O:53]=[C:43]1[N:42]([CH:39]2[CH2:40][CH2:41][N:36]([C:34]([O:33][C@H:11]([CH2:10][C:5]3[CH:6]=[CH:7][C:8]([CH3:9])=[C:3]([Cl:2])[CH:4]=3)[C:12](=[O:13])[N:14]3[CH2:19][CH2:18][CH:17]([N:20]4[CH2:25][CH2:24][NH:23][CH2:22][CH2:21]4)[CH2:16][CH2:15]3)=[O:35])[CH2:37][CH2:38]2)[CH2:48][CH2:47][C:46]2[CH:49]=[CH:50][CH:51]=[CH:52][C:45]=2[NH:44]1. Procedure: 10 mL 1 M HCl were added to a solution of 130 mg (0.14 mmol) tert-butyl 4-(1-{(R)-3-(3-chloro-4-methyl-phenyl)-2-[4-(2-oxo-1,2,4,5-tetrahydro-1,3-benzodiazepin-3-yl)-piperidine-1-carbonyloxy]-propionyl}-piperidin-4-yl)-piperazine-1-carboxylate (Example 99) in 1 mL MeOH and the reaction mixture was stirred for 24 h at RT.